From a dataset of the Open Reaction Database (ORD), a public repository of structured organic reaction records. describe an organic reaction: reactants, conditions, products, and yield The reactants are CO, CCOC(C)=O, Cl, [Na+], [OH-], COC(=O)c1cnccc1-c1ccccc1. Product: Cl, O=C(O)c1cnccc1-c1ccccc1. RXN SMILES: [CH3:19][OH:20].[CH3:22][CH2:23][O:24][C:25](=[O:26])[CH3:27].[ClH:21].[Na+:18].[OH-:17].[c:1]1(-[c:7]2[cH:8][cH:9][n:10][cH:11][c:12]2[C:13](=[O:14])[O:15][CH3:16])[cH:2][cH:3][cH:4][cH:5][cH:6]1>>[ClH:21].[c:1]1(-[c:7]2[cH:8][cH:9][n:10][cH:11][c:12]2[C:13](=[O:14])[OH:15])[cH:2][cH:3][cH:4][cH:5][cH:6]1. The reactants are CCOC(=O)N1c2c(cc(C)nc2C)C(NCc2cc(C(F)(F)F)cc(C(F)(F)F)c2)CC1CC, C1CCOC1, COC(=O)Cl, [K+], [K+], O=C([O-])[O-]. The product is CCOC(=O)N1c2c(cc(C)nc2C)C(N(Cc2cc(C(F)(F)F)cc(C(F)(F)F)c2)C(=O)OC)CC1CC. RXN SMILES: [CH2:1]([CH3:2])[O:3][C:4](=[O:5])[N:6]1[CH:7]([CH2:34][CH3:35])[CH2:8][CH:9]([NH:18][CH2:19][c:20]2[cH:21][c:22]([C:30]([F:31])([F:32])[F:33])[cH:23][c:24]([C:26]([F:27])([F:28])[F:29])[cH:25]2)[c:10]2[cH:11][c:12]([CH3:17])[n:13][c:14]([CH3:16])[c:15]21.[CH2:41]1[O:42][CH2:43][CH2:44][CH2:45]1.[Cl:36][C:37](=[O:38])[O:39][CH3:40].[K+:46].[K+:47].[O-:48][C:49]([O-:50])=[O:51]>>[CH2:1]([CH3:2])[O:3][C:4](=[O:5])[N:6]1[CH:7]([CH2:34][CH3:35])[CH2:8][CH:9]([N:18]([CH2:19][c:20]2[cH:21][c:22]([C:30]([F:31])([F:32])[F:33])[cH:23][c:24]([C:26]([F:27])([F:28])[F:29])[cH:25]2)[C:37](=[O:38])[O:39][CH3:40])[c:10]2[cH:11][c:12]([CH3:17])[n:13][c:14]([CH3:16])[c:15]21. The reactants are COC=1C=C2C=CC(=CC2=CC1)C=O (6-methoxy-2-naphthaldehyde), N1CCCC1 (pyrrolidine), [Na] (sodium). Solvent: O1CCCC1 (tetrahydrofuran), C(C)(=O)O (acetic acid). Run at temperature 0 celsius, time 7 hour. Product: COC=1C=C2C=CC(=CC2=CC1)CN1CCCC1 (1-[(6-Methoxy-2-naphthyl)methyl]pyrrolidine). Isolated yield 100.1%. RXN SMILES: [CH3:1][O:2][C:3]1[CH:4]=[C:5]2[C:10](=[CH:11][CH:12]=1)[CH:9]=[C:8]([CH:13]=O)[CH:7]=[CH:6]2.[NH:15]1[CH2:19][CH2:18][CH2:17][CH2:16]1.[Na]>O1CCCC1.C(O)(=O)C>[CH3:1][O:2][C:3]1[CH:4]=[C:5]2[C:10](=[CH:11][CH:12]=1)[CH:9]=[C:8]([CH2:13][N:15]1[CH2:19][CH2:18][CH2:17][CH2:16]1)[CH:7]=[CH:6]2 |^1:19|. Procedure: To a solution of 6-methoxy-2-naphthaldehyde (3.00 g, 16.1 mmol) and pyrrolidine (2.69 ml, 32.2 mmol) in tetrahydrofuran (32 ml) and acetic acid (16 ml) was added sodium triacetoxyhydroborate. (6.83 g, 32.2 mmol) at 0° C., and the mixture was stirred at room temperature for 7 hours. The solvent was distilled off under reduced pressure, 1N hydrochloric acid was added to the resulting oil, and the mixture was washed with diethyl ether. An 8N aqueous sodium hydroxide solution was added to the aqueou... Reactants: CC1=NC(=NC(=C1C(C(=O)OC)CCC)N1CCCCC1)N1CCCCC1 (methyl 2-(4-methyl-2,6-di(piperidin-1-yl)pyrimidin-5-yl)pentanoate), [OH-].[Na+] (sodium hydroxide). Solvent: CO (methanol). Yields the product CC1=NC(=NC(=C1C(C(=O)O)CCC)N1CCCCC1)N1CCCCC1 (2-(4-methyl-2,6-di(piperidin-1-yl)pyrimidin-5-yl)pentanoic acid). Isolated yield 32.2%. Reaction SMILES: [CH3:1][C:2]1[C:7]([CH:8]([CH2:13][CH2:14][CH3:15])[C:9]([O:11]C)=[O:10])=[C:6]([N:16]2[CH2:21][CH2:20][CH2:19][CH2:18][CH2:17]2)[N:5]=[C:4]([N:22]2[CH2:27][CH2:26][CH2:25][CH2:24][CH2:23]2)[N:3]=1.[OH-].[Na+]>CO>[CH3:1][C:2]1[C:7]([CH:8]([CH2:13][CH2:14][CH3:15])[C:9]([OH:11])=[O:10])=[C:6]([N:16]2[CH2:17][CH2:18][CH2:19][CH2:20][CH2:21]2)[N:5]=[C:4]([N:22]2[CH2:27][CH2:26][CH2:25][CH2:24][CH2:23]2)[N:3]=1 |f:1.2|. Procedure details: This compound was prepared according to general method D from methyl 2-(4-methyl-2,6-di(piperidin-1-yl)pyrimidin-5-yl)pentanoate (0.042 g; 0.112 mmol), sodium hydroxide 10N (0.150 mL; 1.50 mmol) in methanol (2 mL) at 60° C. for 18 h. Purification by flash-chromatography on silica gel using a gradient of methanol (1-10%) in dichloromethane, followed by a purification by preparative HPLC (HPLC method 2) furnished 0.013 g (31%) of the title compound as a white solid. Reactants: ClC1=CC=C(C=C1)C1N=C(NC1C1=CC=C(C=C1)Cl)C1=C(C=C(C=C1)C(C(=O)N(CC)CC)(C)C)OCC (2-{4-[4,5-Bis-(4-chloro-phenyl)-4,5-dihydro-1H-imidazol-2-yl]-3-ethoxy-phenyl}-N,N-diethyl-isobutyramide), C(=O)(Cl)Cl (phosgene). Yields the product ClC1=CC=C(C=C1)[C@@H]1N=C(N([C@@H]1C1=CC=C(C=C1)Cl)C(=O)Cl)C1=C(C=C(C=C1)C(C)(C)C(N(CC)CC)=O)OCC (cis-4,5-bis-(4-chloro-phenyl)-2-[4-(1-diethylcarbamoyl-1-methyl-ethyl)-2-ethoxy-phenyl]-4,5-dihydro-imidazole-1-carbonyl chloride). Isolated yield 55.9%. As a reaction SMILES: [Cl:1][C:2]1[CH:7]=[CH:6][C:5]([CH:8]2[CH:12]([C:13]3[CH:18]=[CH:17][C:16]([Cl:19])=[CH:15][CH:14]=3)[NH:11][C:10]([C:20]3[CH:25]=[CH:24][C:23]([C:26]([CH3:35])([CH3:34])[C:27]([N:29]([CH2:32][CH3:33])[CH2:30][CH3:31])=[O:28])=[CH:22][C:21]=3[O:36][CH2:37][CH3:38])=[N:9]2)=[CH:4][CH:3]=1.[C:39](Cl)([Cl:41])=[O:40]>>[Cl:1][C:2]1[CH:7]=[CH:6][C:5]([C@H:8]2[C@@H:12]([C:13]3[CH:14]=[CH:15][C:16]([Cl:19])=[CH:17][CH:18]=3)[N:11]([C:39]([Cl:41])=[O:40])[C:10]([C:20]3[CH:25]=[CH:24][C:23]([C:26]([C:27](=[O:28])[N:29]([CH2:32][CH3:33])[CH2:30][CH3:31])([CH3:35])[CH3:34])=[CH:22][C:21]=3[O:36][CH2:37][CH3:38])=[N:9]2)=[CH:4][CH:3]=1. Reported procedure: 2-{4-[4,5-Bis-(4-chloro-phenyl)-4,5-dihydro-1H-imidazol-2-yl]-3-ethoxy-phenyl}-N,N-diethyl-isobutyramide (90 mg, 0.163 mmol) was reacted with phosgene (101 uL, 0.196 mmol, 20% solution in toluene) using the procedure as described in example 12 to give cis-4,5-bis-(4-chloro-phenyl)-2-[4-(1-diethylcarbamoyl-1-methyl-ethyl)-2-ethoxy-phenyl]-4,5-dihydro-imidazole-1-carbonyl chloride (56 mg, 56% yield) as white solids.